Dataset: the Open Reaction Database (ORD), a public repository of structured organic reaction records. Task: describe an organic reaction: reactants, conditions, products, and yield The reactants are C(C)(=O)OCCOC1=NOC(=C1)NS(=O)(=O)C1=CC=C(C=C1)C(C)(C)C (2-{[5-({[4-(tert-butyl)phenyl]sulfonyl}amino)-3-isoxazolyl]oxy}ethyl acetate), IN1C(CCC1=O)=O (N-iodosuccinimide). Run in O1CCCC1 (tetrahydrofuran). Conditions: time 8 hour. Yields the product C(C)(=O)OCCOC1=NOC(=C1I)NS(=O)(=O)C1=CC=C(C=C1)C(C)(C)C (2-{[5-({[4-(tert-butyl)phenyl]sulfonyl}amino)-4-iodo-3-isoxazolyl]oxy}ethyl acetate). Reaction SMILES: [C:1]([O:4][CH2:5][CH2:6][O:7][C:8]1[CH:12]=[C:11]([NH:13][S:14]([C:17]2[CH:22]=[CH:21][C:20]([C:23]([CH3:26])([CH3:25])[CH3:24])=[CH:19][CH:18]=2)(=[O:16])=[O:15])[O:10][N:9]=1)(=[O:3])[CH3:2].[I:27]N1C(=O)CCC1=O>O1CCCC1>[C:1]([O:4][CH2:5][CH2:6][O:7][C:8]1[C:12]([I:27])=[C:11]([NH:13][S:14]([C:17]2[CH:18]=[CH:19][C:20]([C:23]([CH3:26])([CH3:25])[CH3:24])=[CH:21][CH:22]=2)(=[O:15])=[O:16])[O:10][N:9]=1)(=[O:3])[CH3:2]. Procedure: To a stirring solution of 2-{[5-({[4-(tert-butyl)phenyl]sulfonyl}amino)-3-isoxazolyl]oxy}ethyl acetate (Preparation 24) (1.17 g) in tetrahydrofuran (10 ml) was added N-iodosuccinimide (0.76 g). The reaction mixture was left stirring at room temperature overnight. The solvent was removed in vacuo to yield the crude material as a brown oil (1.5 g). The crude material was purified using the Biotage™ Flash 40i system (silica, 90 g) and eluted with hexane:ethyl acetate (1:9) to yield the product as a... Product: CC(C)(C)OC(=O)N1CCC(c2ccc(N)c(C3=CCCCC3)c2)CC1. Reactants: CC(C)(C)OC(=O)N1CCC(c2ccc(N)c(Br)c2)CC1, OB(O)C1=CCCCC1, O=C([O-])[O-], CCOC(C)=O, Cc1ccccc1, CCO, [Na+], [Na+], c1ccc(P(c2ccccc2)(c2ccccc2)[Pd](P(c2ccccc2)(c2ccccc2)c2ccccc2)(P(c2ccccc2)(c2ccccc2)c2ccccc2)P(c2ccccc2)(c2ccccc2)c2ccccc2)cc1. RXN SMILES: [C:1]([CH3:2])([CH3:3])([CH3:4])[O:5][C:6](=[O:7])[N:8]1[CH2:9][CH2:10][CH:11]([c:14]2[cH:15][c:16]([Br:21])[c:17]([NH2:20])[cH:18][cH:19]2)[CH2:12][CH2:13]1.[C:22]1([B:28]([OH:29])[OH:30])=[CH:23][CH2:24][CH2:25][CH2:26][CH2:27]1.[C:31](=[O:32])([O-:33])[O-:34].[CH3:117][CH2:118][O:119][C:120]([CH3:121])=[O:122].[CH3:123][c:124]1[cH:125][cH:126][cH:127][cH:128][cH:129]1.[CH3:37][CH2:38][OH:39].[Na+:35].[Na+:36].[cH:40]1[cH:41][cH:42][c:43]([P:44]([Pd:45]([P:46]([c:47]2[cH:48][cH:49][cH:50][cH:51][cH:52]2)([c:53]2[cH:54][cH:55][cH:56][cH:57][cH:58]2)[c:59]2[cH:60][cH:61][cH:62][cH:63][cH:64]2)([P:65]([c:66]2[cH:67][cH:68][cH:69][cH:70][cH:71]2)([c:72]2[cH:73][cH:74][cH:75][cH:76][cH:77]2)[c:78]2[cH:79][cH:80][cH:81][cH:82][cH:83]2)[P:84]([c:85]2[cH:86][cH:87][cH:88][cH:89][cH:90]2)([c:91]2[cH:92][cH:93][cH:94][cH:95][cH:96]2)[c:97]2[cH:98][cH:99][cH:100][cH:101][cH:102]2)([c:103]2[cH:104][cH:105][cH:106][cH:107][cH:108]2)[c:109]2[cH:110][cH:111][cH:112][cH:113][cH:114]2)[cH:115][cH:116]1>>[C:1]([CH3:2])([CH3:3])([CH3:4])[O:5][C:6](=[O:7])[N:8]1[CH2:9][CH2:10][CH:11]([c:14]2[cH:15][c:16]([C:22]3=[CH:23][CH2:24][CH2:25][CH2:26][CH2:27]3)[c:17]([NH2:20])[cH:18][cH:19]2)[CH2:12][CH2:13]1. Reactants: NC1=CC=C(C=C1)N1CCN(CC1)CC1=CC=C(C=C1)CNC(C)=O (N-(4-((4-(4-aminophenyl)piperazin-1-yl)methyl)phenylmethyl)acetamide), C([O-])([O-])=O.[K+].[K+] (potassium carbonate), O (water), C(C)(=O)Cl (acetyl chloride). Solvent: [Cl-].[Na+].O (brine), C(C)(=O)OCC (ethyl acetate). Run at time 4 hour. The product is C(C)(=O)NC1=CC=C(C=C1)N1CCN(CC1)CC1=CC=C(C=C1)CNC(C)=O (N-(4-((4-(4-Acetamidophenyl)piperazin-1-yl)methyl)phenylmethyl)acetamide). Reaction SMILES: [NH2:1][C:2]1[CH:7]=[CH:6][C:5]([N:8]2[CH2:13][CH2:12][N:11]([CH2:14][C:15]3[CH:20]=[CH:19][C:18]([CH2:21][NH:22][C:23](=[O:25])[CH3:24])=[CH:17][CH:16]=3)[CH2:10][CH2:9]2)=[CH:4][CH:3]=1.C(=O)([O-])[O-].[K+].[K+].O.[C:33](Cl)(=[O:35])[CH3:34]>[Cl-].[Na+].O.C(OCC)(=O)C>[C:33]([NH:1][C:2]1[CH:3]=[CH:4][C:5]([N:8]2[CH2:13][CH2:12][N:11]([CH2:14][C:15]3[CH:20]=[CH:19][C:18]([CH2:21][NH:22][C:23](=[O:25])[CH3:24])=[CH:17][CH:16]=3)[CH2:10][CH2:9]2)=[CH:6][CH:7]=1)(=[O:35])[CH3:34] |f:1.2.3,6.7.8|. Reported procedure: To a-solution of N-(4-((4-(4-aminophenyl)piperazin-1-yl)methyl)phenylmethyl)acetamide (1.8 g) and potassium carbonate (3.1 g) in a mixed solvent of water (50 ml) and ethyl acetate (50 ml) was added dropwise acetyl chloride (0.43 ml) at room temperature over 10 min. This reaction mixture was stirred at room temperature for 4 hr and poured into saturated brine, which was followed by extraction with chloroform. The extract was washed with saturated brine and dried over anhydrous magnesium sulfate a...